Dataset: the Open Reaction Database (ORD), a public repository of structured organic reaction records. Task: describe an organic reaction: reactants, conditions, products, and yield The reactants are CC(CNC1=CC2=C(N=C(S2)S)C=C1)C (6-[(2-methylpropyl)amino]-1,3-benzothiazole-2-thiol), C(C)(C)N(C(C)C)CC (N,N-diisopropylethylamine), ClC(=O)OC1=CC=C(C=C1)Cl (4-chlorophenyl chloroformate). Run in CC(=O)C (acetone). Conditions: time 10 hour. The product is SC=1SC2=C(N1)C=CC(=C2)N(C(OC2=CC=C(C=C2)Cl)=O)C(CC)C (4-chlorophenyl 2-mercapto-1,3-benzothiazol-6-yl(methylpropyl)carbamate). Yield: 23.0%. RXN SMILES: C[CH:2]([CH3:15])[CH2:3][NH:4][C:5]1[CH:14]=[CH:13][C:8]2[N:9]=[C:10]([SH:12])[S:11][C:7]=2[CH:6]=1.[CH:16](N(CC)C(C)C)(C)C.Cl[C:26]([O:28][C:29]1[CH:34]=[CH:33][C:32]([Cl:35])=[CH:31][CH:30]=1)=[O:27]>CC(C)=O>[SH:12][C:10]1[S:11][C:7]2[CH:6]=[C:5]([N:4]([CH:3]([CH3:16])[CH2:2][CH3:15])[C:26](=[O:27])[O:28][C:29]3[CH:34]=[CH:33][C:32]([Cl:35])=[CH:31][CH:30]=3)[CH:14]=[CH:13][C:8]=2[N:9]=1. Procedure details: Into a 50 ml round bottomed flask were added 6-[(2-methylpropyl)amino]-1,3-benzothiazole-2-thiol (100 mg, 0.42 mmol), acetone (10 ml), N,N-diisopropylethylamine (54.2 mg, 0.42 mmol) and 4-chlorophenyl chloroformate (78.8 mg, 0.42 mmol). The reaction mixture was stirred for 10 h, filtered, and the solid that was obtained was triturated with diethyl ether to afford 38 mg (48%) of the title compound. 1H NMR (DMSO-d6) δ=0.85 (d, 6H), 1.70 (m, 1H), 3.53 (br s, 2H), 7.12 (d, 2H), 7.31 (d, 1H), 7.41 (m... Product: C(C)(=O)O[C@]1(C(COC(C)=O)=O)CC[C@H]2[C@@H]3CC(C4=CC(CC[C@]4(C)[C@H]3CC[C@]12C)=O)=C (17,21-diacetoxy-6-methylene-4-pregnene-3,20-dione). Procedure: 1.0 g of 17,21-diacetoxy-4-pregnene-3,20-dione is reacted analogously to Example 9 with formaldehyde diethylacetal, and worked up, thus obtaining 790 mg of 17,21-diacetoxy-6-methylene-4-pregnene-3,20-dione, mp 227°-228° C. RXN SMILES: [C:1]([O:4][C@:5]1([C@:29]2([CH3:30])[C@H:15]([C@H:16]3[C@H:26]([CH2:27][CH2:28]2)[C@:24]2([CH3:25])[C:19](=[CH:20][C:21](=[O:31])[CH2:22][CH2:23]2)[CH2:18][CH2:17]3)[CH2:14][CH2:13]1)[C:6](=[O:12])[CH2:7][O:8][C:9](=[O:11])[CH3:10])(=[O:3])[CH3:2].[CH2:32](OCOCC)C>>[C:1]([O:4][C@:5]1([C@:29]2([CH3:30])[C@H:15]([C@H:16]3[C@H:26]([CH2:27][CH2:28]2)[C@:24]2([CH3:25])[C:19](=[CH:20][C:21](=[O:31])[CH2:22][CH2:23]2)[C:18](=[CH2:32])[CH2:17]3)[CH2:14][CH2:13]1)[C:6](=[O:12])[CH2:7][O:8][C:9](=[O:11])[CH3:10])(=[O:3])[CH3:2]. Starting materials: C(C)(=O)O[C@]1(C(COC(C)=O)=O)CC[C@H]2[C@@H]3CCC4=CC(CC[C@]4(C)[C@H]3CC[C@]12C)=O (17,21-diacetoxy-4-pregnene-3,20-dione), C(C)OCOCC (formaldehyde diethylacetal). Starting materials: Clc1ccc2c(n1)CCC2, O=C(OO)c1cccc(Cl)c1, ClCCl. Yields the product [O-][n+]1c(Cl)ccc2c1CCC2. RXN SMILES: [Cl:12][c:13]1[cH:14][cH:15][c:16]2[c:17]([n:18]1)[CH2:19][CH2:20][CH2:21]2.[Cl:1][c:2]1[cH:3][cH:4][cH:5][c:6]([C:7]([O:8][OH:10])=[O:9])[cH:11]1.[Cl:22][CH2:23][Cl:24]>>[O-:9][n+:18]1[c:13]([Cl:12])[cH:14][cH:15][c:16]2[c:17]1[CH2:19][CH2:20][CH2:21]2. The reactants are O=C1OC(C(N1)C1=CC=CC=C1)C(=O)O (2-oxo-4-phenyloxazolidine-5-carboxylic acid), [N+](=O)(O)[O-].[N+](=O)([O-])OCCN (N-(2-nitrooxyethyl)amine nitrate), C1(=CC=CC=C1)P(=O)(C1=CC=CC=C1)N=[N+]=[N-] (diphenylphosphoryl azide). Yields the product [N+](=O)([O-])OCCNC(=O)C1C(NC(O1)=O)C1=CC=CC=C1 (N-(2-Nitrooxyethyl)-4-phenyl-2-oxooxazolidin-5-carboxamide). The yield is 7.5%. As a reaction SMILES: [O:1]=[C:2]1[NH:6][CH:5]([C:7]2[CH:12]=[CH:11][CH:10]=[CH:9][CH:8]=2)[CH:4]([C:13]([OH:15])=O)[O:3]1.[N+]([O-])(O)=O.[N+:20]([O:23][CH2:24][CH2:25][NH2:26])([O-:22])=[O:21].C1(P(N=[N+]=[N-])(C2C=CC=CC=2)=O)C=CC=CC=1>>[N+:20]([O:23][CH2:24][CH2:25][NH:26][C:13]([CH:4]1[O:3][C:2](=[O:1])[NH:6][CH:5]1[C:7]1[CH:8]=[CH:9][CH:10]=[CH:11][CH:12]=1)=[O:15])([O-:22])=[O:21] |f:1.2|. Procedure: Following a procedure similar to that described in Example 1, but using 112 mg of 2-oxo-4-phenyloxazolidine-5-carboxylic acid, 110 mg of N-(2-nitrooxyethyl)amine nitrate and 0.24 ml of diphenylphosphoryl azide, 12 mg of the title compound were obtained as colorless crystals, melting at 122°-124° C.